Dataset: the Open Reaction Database (ORD), a public repository of structured organic reaction records. Task: describe an organic reaction: reactants, conditions, products, and yield Starting materials: NC=1C(=C(C(=O)OC)C=CC1Cl)NCCCO (methyl 3-amino-4-chloro-2-[(3-hydroxypropyl)amino]benzoate), N(=C=S)C=1C(=CC(=NC1)OC)C (5-isothiocyanato-2-methoxy-4-methylpyridine). Run in O1CCCC1 (tetrahydrofuran). Run at temperature 70 celsius, time 8 hour. Product: ClC1=C(C(=C(C(=O)OC)C=C1)NCCCO)NC(NC=1C=NC(=CC1C)OC)=S (methyl 4-chloro-2-[(3-hydroxypropyl)amino]-3-{[(6-methoxy-4-methylpyridin-3-yl)carbamothioyl]amino}benzoate). Reaction SMILES: [NH2:1][C:2]1[C:3]([NH:13][CH2:14][CH2:15][CH2:16][OH:17])=[C:4]([CH:9]=[CH:10][C:11]=1[Cl:12])[C:5]([O:7][CH3:8])=[O:6].[N:18]([C:21]1[C:22]([CH3:29])=[CH:23][C:24]([O:27][CH3:28])=[N:25][CH:26]=1)=[C:19]=[S:20]>O1CCCC1>[Cl:12][C:11]1[CH:10]=[CH:9][C:4]([C:5]([O:7][CH3:8])=[O:6])=[C:3]([NH:13][CH2:14][CH2:15][CH2:16][OH:17])[C:2]=1[NH:1][C:19](=[S:20])[NH:18][C:21]1[CH:26]=[N:25][C:24]([O:27][CH3:28])=[CH:23][C:22]=1[CH3:29]. Reported procedure: A mixture of methyl 3-amino-4-chloro-2-[(3-hydroxypropyl)amino]benzoate (4.00 g, 15.5 mmol) and 5-isothiocyanato-2-methoxy-4-methylpyridine (8.36 g, 46.4 mmol) in tetrahydrofuran (30 mL) was stirred at 70° C. for 8 hr. The mixture was concentrated in vacuo, and the residue was purified by flash column chromatography on silica gel eluting with a 50-100% ethyl acetate/n-hexane gradient mixture. The filtrate was concentrated in vacuo to give methyl 4-chloro-2-[(3-hydroxypropyl)amino]-3-{[(6-methoxy... Yields the product ON=C(CC1N(C(C2=CC=CC=C12)=O)C1=NC2=NC(=CC=C2C=C1)OC)CCC(C)C (3-(2-hydroxyimino-5-methylhexyl)-2-(7-methoxy-1,8-naphthyridin-2-yl)-1-isoindolinone). Reactants: C([O-])([O-])=O.[Na+].[Na+] (sodium carbonate), Cl.NO (Hydroxylamine hydrochloride), C(C)O (ethanol), COC1=CC=C2C=CC(=NC2=N1)N1C(C2=CC=CC=C2C1CC(CCC(C)C)=O)=O (2-(7-methoxy-1,8-naphthyridin-2-yl)-3-(5-methyl-2-oxohexyl)-1-isoindolinone), C(C)O (ethanol), Cl.NO (hydroxylamine hydrochloride), C([O-])([O-])=O.[Na+].[Na+] (sodium carbonate). Isolated yield 22.4%. Reaction SMILES: Cl.[NH2:2][OH:3].[CH3:4][O:5][C:6]1[N:15]=[C:14]2[C:9]([CH:10]=[CH:11][C:12]([N:16]3[CH:24]([CH2:25][C:26](=O)[CH2:27][CH2:28][CH:29]([CH3:31])[CH3:30])[C:23]4[C:18](=[CH:19][CH:20]=[CH:21][CH:22]=4)[C:17]3=[O:33])=[N:13]2)=[CH:8][CH:7]=1.C(O)C.C(=O)([O-])[O-].[Na+].[Na+]>O>[OH:3][N:2]=[C:26]([CH2:27][CH2:28][CH:29]([CH3:31])[CH3:30])[CH2:25][CH:24]1[C:23]2[C:18](=[CH:19][CH:20]=[CH:21][CH:22]=2)[C:17](=[O:33])[N:16]1[C:12]1[CH:11]=[CH:10][C:9]2[C:14](=[N:15][C:6]([O:5][CH3:4])=[CH:7][CH:8]=2)[N:13]=1 |f:0.1,4.5.6|. Solvent: O (water), O (water), O (water). Procedure details: Hydroxylamine hydrochloride (0.9 g) is added to a suspension, maintained at 0° C. with a bath of ice-cold water, of 2-(7-methoxy-1,8-naphthyridin-2-yl)-3-(5-methyl-2-oxohexyl)-1-isoindolinone (4.3 g) in a mixture (100 cc) of water and ethanol (50:50 by volume). The suspension obtained is allowed to return to a temperature in the region of 20° C. and a solution of sodium carbonate (0.7 g) in distilled water (10 cc) is added. The suspension obtained is heated to reflux for 22 hours. During this pe... Run in CO (methanol). Procedure details: To a solution of the product of Step A (1.74 g, 3.39 mmol, 1 eq) in methanol (100 mL) at rt under Ar (degassed) was added 0.2 N NaOH (85 mL, 85 mmol, 5 eq) that was degassed by bubbling Ar through the solution prior to addition. After 2 hr, the methanol was concentrated, 6 N HCl was added until the solution was acidic, the aqueous was extracted with DCM, the organics combined, dried over MgSO4 and concentrated to afford the product of Step B which was used unpurified in the next step. Calculated... The reactants are C(C)(SCC[C@@]1(C=C[C@H](C1)NC(=O)OC(C)(C)C)C(=O)N1CC=2C=C(C=NC2CC1)C(F)(F)F)=O (S-(2-((1S,4S)-4-((tert-butoxycarbonyl)amino)-1-(3-(trifluoromethyl)-5,6,7,8-tetrahydro-1,6-naphthyridine-6-carbonyl)cyclopent-2-en-1-yl)ethyl) ethanethioate), [OH-].[Na+] (NaOH). RXN SMILES: C(=O)([S:3][CH2:4][CH2:5][C@@:6]1([C:19]([N:21]2[CH2:30][CH2:29][C:28]3[N:27]=[CH:26][C:25]([C:31]([F:34])([F:33])[F:32])=[CH:24][C:23]=3[CH2:22]2)=[O:20])[CH2:10][C@H:9]([NH:11][C:12]([O:14][C:15]([CH3:18])([CH3:17])[CH3:16])=[O:13])[CH:8]=[CH:7]1)C.[OH-].[Na+]>CO>[SH:3][CH2:4][CH2:5][C@@:6]1([C:19]([N:21]2[CH2:30][CH2:29][C:28]3[N:27]=[CH:26][C:25]([C:31]([F:34])([F:33])[F:32])=[CH:24][C:23]=3[CH2:22]2)=[O:20])[CH2:10][C@H:9]([NH:11][C:12](=[O:13])[O:14][C:15]([CH3:16])([CH3:17])[CH3:18])[CH:8]=[CH:7]1 |f:1.2|. Yields the product SCC[C@@]1(C=C[C@H](C1)NC(OC(C)(C)C)=O)C(=O)N1CC=2C=C(C=NC2CC1)C(F)(F)F (tert-butyl ((1S,4S)-4-(2-mercaptoethyl)-4-(3-(trifluoromethyl)-5,6,7,8-tetrahydro-1,6-naphthyridine-6-carbonyl)cyclopent-2-en-1-yl)carbamate). Reaction conditions: time 2 hour. The reactants are C(C)(C)(C)OC(NC1=CC(=CC=C1)OC1=NC(=NC=C1C(NC1=CC=CC=C1)=O)S(=O)(=O)C)=O ([3-(2-methanesulfonyl-5-phenylcarbamoyl-pyrimidin-4-yloxy)-phenyl]-carbamic acid tert-butyl ester), [N-]=[N+]=[N-].[Na+] (sodium azide), ice water. The solvent is CN(C)C=O (DMF). Reaction conditions: temperature 70 celsius. The product is COC=1C=C(N)C=CC1 (3-methoxyaniline). The yield is 353.0%. Reaction SMILES: C(OC(=O)[NH:7][C:8]1[CH:13]=[CH:12][CH:11]=[C:10]([O:14][C:15]2C(C(=O)NC3C=CC=CC=3)=CN=C(S(C)(=O)=O)N=2)[CH:9]=1)(C)(C)C.[N-]=[N+]=[N-].[Na+]>CN(C=O)C>[CH3:15][O:14][C:10]1[CH:9]=[C:8]([CH:13]=[CH:12][CH:11]=1)[NH2:7] |f:1.2|. Procedure: To a stirred solution of 7 (0.4 g, 0.69 mmol) in DMF (5 mL) was added sodium azide (0.054 g, 0.83 mmol) and the reaction mixture was heated to 70° C. for 4 h. Then it was treated with ice water and extracted with ethyl acetate. The ethyl acetate layer was washed with water and with brine, dried over anhydrous Na2SO4, filtered and concentrated to obtain 8 as viscous oil 8 (0.3 g, 82.6%). Reactants: COc1ccc(-c2ccc(N(C)C=O)cc2)cc1CNC1CCC(N(C)C(=O)OC(C)(C)C)CC1, O=C(Cl)c1sc2cccc(F)c2c1Cl. Product: COc1ccc(-c2ccc(N(C)C=O)cc2)cc1CN(C(=O)c1sc2cccc(F)c2c1Cl)C1CCC(N(C)C(=O)OC(C)(C)C)CC1. As a reaction SMILES: [CH:1](=[O:2])[N:3]([c:4]1[cH:5][cH:6][c:7](-[c:10]2[cH:11][c:12]([CH2:18][NH:19][CH:20]3[CH2:21][CH2:22][CH:23]([N:26]([C:27]([O:28][C:29]([CH3:30])([CH3:31])[CH3:32])=[O:33])[CH3:34])[CH2:24][CH2:25]3)[c:13]([O:16][CH3:17])[cH:14][cH:15]2)[cH:8][cH:9]1)[CH3:35].[Cl:36][c:37]1[c:38]2[c:39]([s:40][c:41]1[C:42](=[O:43])[Cl:44])[cH:45][cH:46][cH:47][c:48]2[F:49]>>[CH:1](=[O:2])[N:3]([c:4]1[cH:5][cH:6][c:7](-[c:10]2[cH:11][c:12]([CH2:18][N:19]([CH:20]3[CH2:21][CH2:22][CH:23]([N:26]([C:27]([O:28][C:29]([CH3:30])([CH3:31])[CH3:32])=[O:33])[CH3:34])[CH2:24][CH2:25]3)[C:42]([c:41]3[c:37]([Cl:36])[c:38]4[c:39]([s:40]3)[cH:45][cH:46][cH:47][c:48]4[F:49])=[O:43])[c:13]([O:16][CH3:17])[cH:14][cH:15]2)[cH:8][cH:9]1)[CH3:35]. Reactants: COC(=O)C1C(N(S(C2=C1SC=C2)(=O)=O)C)=O (3,4-dihydro-4-methoxycarbonyl-2-methyl-3-oxo-2H-thieno[2,3-e]1,2-thiazine 1,1-dioxide), NC1=NC=CC=C1 (2-aminopyridine). Solvent: C=1(C(=CC=CC1)C)C (xylene). Yields the product CN1S(C2=C(C(C1=O)C(NC1=NC=CC=C1)=O)SC=C2)(=O)=O (3,4-Dihydro-2-methyl-3-oxo-4-(2-pyridyl-carbamoyl)-2H-thieno[2,3-e]1,2-thiazine 1,1-dioxide). As a reaction SMILES: CO[C:3]([CH:5]1[C:10]2[S:11][CH:12]=[CH:13][C:9]=2[S:8](=[O:15])(=[O:14])[N:7]([CH3:16])[C:6]1=[O:17])=[O:4].[NH2:18][C:19]1[CH:24]=[CH:23][CH:22]=[CH:21][N:20]=1>C1(C)C(C)=CC=CC=1>[CH3:16][N:7]1[C:6](=[O:17])[CH:5]([C:3](=[O:4])[NH:18][C:19]2[CH:24]=[CH:23][CH:22]=[CH:21][N:20]=2)[C:10]2[S:11][CH:12]=[CH:13][C:9]=2[S:8]1(=[O:14])=[O:15]. Reported procedure: 0.3 G. of 3,4-dihydro-4-methoxycarbonyl-2-methyl-3-oxo-2H-thieno[2,3-e]1,2-thiazine 1,1-dioxide and 0.13 g. of 2-aminopyridine are dissolved in 30 ml. of absolute xylene and the solution is heated for 1 hour under reflux. After cooling, the crystals are removed by filtration and recrystallized from glacial acetic acid. 3,4-Dihydro-2-methyl-3-oxo-4-(2-pyridyl-carbamoyl)-2H-thieno[2,3-e]1,2-thiazine 1,1-dioxide, melting point 255° C. to 256° C. (decomposition), is obtained. Starting materials: CNC(=O)NC1=CC=C(C=C1)Br (N-methyl-N'-(4-bromophenyl)-urea), Cl (hydrochloric acid), C(C)SSCC (diethyldisulfide), S(=O)(=O)(Cl)Cl (sulfuryl chloride). Solvent: N1=CC=CC=C1 (pyridine), O (water). Conditions: temperature -40 celsius, time 30 minute. Product: C(C)SCl (Ethane sulfenyl chloride), CN(C(=O)NC1=CC=C(C=C1)Br)SCC (N-methyl-N-ethylthio-N'-(4-bromophenyl)-urea). Yield: 43.6%. Reaction SMILES: [CH2:1]([S:3][S:4][CH2:5][CH3:6])[CH3:2].S(Cl)([Cl:10])(=O)=O.[CH3:12][NH:13][C:14]([NH:16][C:17]1[CH:22]=[CH:21][C:20]([Br:23])=[CH:19][CH:18]=1)=[O:15].Cl>N1C=CC=CC=1.O>[CH2:1]([S:3][Cl:10])[CH3:2].[CH3:12][N:13]([S:4][CH2:5][CH3:6])[C:14]([NH:16][C:17]1[CH:22]=[CH:21][C:20]([Br:23])=[CH:19][CH:18]=1)=[O:15]. Procedure: Ethane sulfenyl chloride was prepared as in Example 9 from 68 g of diethyldisulfide and 67 g of sulfuryl chloride, cooled to -40° C. and a solution of 60 g of N-methyl-N'-(4-bromophenyl)-urea in 800 ml of pyridine was added thereto. After stirring the reaction mixture for 30 minutes at -40° C., the temperature was allowed to rise to -20° C. and the mixture was stirred for 11/2 hours at this temperature. The mixture was poured into a mixture of water, ice and hydrochloric acid and was extracted w...